This data is from the Open Reaction Database (ORD), a public repository of structured organic reaction records. The task is: describe an organic reaction: reactants, conditions, products, and yield The reactants are FC1=C(CN2CCOCC2)C=CC(=C1)[N+](=O)[O-] (4-(2-fluoro-4-nitrobenzyl)morpholine), O.NN (hydrazine hydrate). The reagents and catalysts are [Ni] (Ni). Solvent: C1CCOC1.C(C)O (THF ethanol). Run at time 15 minute. Product: FC=1C=C(C=CC1CN1CCOCC1)N (3-fluoro-4-(morpholin-4-yl)methylphenylamine). The yield is 93.7%. Reaction SMILES: [F:1][C:2]1[CH:14]=[C:13]([N+:15]([O-])=O)[CH:12]=[CH:11][C:3]=1[CH2:4][N:5]1[CH2:10][CH2:9][O:8][CH2:7][CH2:6]1.O.NN>C1COCC1.C(O)C.[Ni]>[F:1][C:2]1[CH:14]=[C:13]([NH2:15])[CH:12]=[CH:11][C:3]=1[CH2:4][N:5]1[CH2:10][CH2:9][O:8][CH2:7][CH2:6]1 |f:1.2,3.4|. Procedure: To a solution of 4-(2-fluoro-4-nitrobenzyl)morpholine (240 mg, 1.0 mmol) in THF/ethanol mixture (1:1) (25 mL) was added a catalytical amount of Raney-Ni and hydrazine hydrate (9.0 mmol) and the mixture was stirred at ambient temperature for 15 minutes, filtered through a Celite pad. The filtrate was evaporated to provide the title compound, (197 mg, 94%), which was used in further reactions without purification. Reactants: O=Cc1ccc(-c2nnc(CSCCOc3ccccc3)o2)cc1, c1ccc(OCCSCc2nnc(-c3ccc(CN4CCOCC4)cc3)o2)cc1. Product: c1ccc(OCCSCc2nnc(-c3ccc(CN4CCCC4)cc3)o2)cc1. RXN SMILES: [O:1]([CH2:2][CH2:3][S:4][CH2:5][c:6]1[o:7][c:8](-[c:9]2[cH:10][cH:11][c:12]([CH:13]=[O:14])[cH:15][cH:16]2)[n:17][n:18]1)[c:19]1[cH:20][cH:21][cH:22][cH:23][cH:24]1.[O:25]([c:26]1[cH:27][cH:28][cH:29][cH:30][cH:31]1)[CH2:32][CH2:33][S:34][CH2:35][c:36]1[n:37][n:38][c:39](-[c:41]2[cH:42][cH:43][c:44]([CH2:45][N:46]3[CH2:47][CH2:48][O:49][CH2:50][CH2:51]3)[cH:52][cH:53]2)[o:40]1>>[O:25]([c:26]1[cH:27][cH:28][cH:29][cH:30][cH:31]1)[CH2:32][CH2:33][S:34][CH2:35][c:36]1[n:37][n:38][c:39](-[c:41]2[cH:42][cH:43][c:44]([CH2:45][N:46]3[CH2:47][CH2:48][CH2:50][CH2:51]3)[cH:52][cH:53]2)[o:40]1.